Dataset: the Open Reaction Database (ORD), a public repository of structured organic reaction records. Task: describe an organic reaction: reactants, conditions, products, and yield Starting materials: CC(C)(C)OC(=O)N1CCN(c2nc(-c3ccc(C(=O)O)cc3)cs2)CC1, Cl, C1COCCO1. Product: O=C(O)c1ccc(-c2csc(N3CCNCC3)n2)cc1. RXN SMILES: [C:1]([O:2][C:3](=[O:4])[N:8]1[CH2:9][CH2:10][N:11]([c:14]2[s:15][cH:16][c:17](-[c:19]3[cH:20][cH:21][c:22]([C:25](=[O:26])[OH:27])[cH:23][cH:24]3)[n:18]2)[CH2:12][CH2:13]1)([CH3:5])([CH3:6])[CH3:7].[ClH:28].[O:29]1[CH2:30][CH2:31][O:32][CH2:33][CH2:34]1>>[NH:8]1[CH2:9][CH2:10][N:11]([c:14]2[s:15][cH:16][c:17](-[c:19]3[cH:20][cH:21][c:22]([C:25](=[O:26])[OH:27])[cH:23][cH:24]3)[n:18]2)[CH2:12][CH2:13]1. Reactants: ClC(Cl)(Cl)Cl, Cc1ccc(F)cc1C#N, N#N, CC(C)(C#N)N=NC(C)(C)C#N, O=C1CCC(=O)N1Br. The product is N#Cc1cc(F)ccc1CBr. RXN SMILES: [Cl:33][C:34]([Cl:35])([Cl:36])[Cl:37].[F:3][c:4]1[cH:5][cH:6][c:7]([CH3:12])[c:8]([C:9]#[N:10])[cH:11]1.[N:1]#[N:2].[N:21]#[C:22][C:23]([N:24]=[N:25][C:26]([C:27]#[N:28])([CH3:29])[CH3:30])([CH3:31])[CH3:32].[O:13]=[C:14]1[N:15]([Br:20])[C:16](=[O:17])[CH2:18][CH2:19]1>>[F:3][c:4]1[cH:5][cH:6][c:7]([CH2:12][Br:20])[c:8]([C:9]#[N:10])[cH:11]1. The reactants are Br.NC=1SC(=C(N1)C1=CC=C(C=C1)F)CCBr (2-amino-5-(2-bromoethyl)-4-(4-fluorophenyl)thiazole hydrobromide), Cl.FC1=CC2=C(C(=CO2)C2CCNCC2)C=C1 (4-(6-fluorobenzofuran-3-yl)piperidine hydrochloride), C(C)(C)N(CC)C(C)C (diisopropylethylamine), CO (methanol). Solvent: O (water). Yields the product NC=1SC(=C(N1)C1=CC=C(C=C1)F)CCN1CCC(CC1)C1=COC2=C1C=CC(=C2)F (2-amino-4-(4-fluorophenyl)-5-[2-[4-(6-fluorobenzofuran-3-yl)piperidin-1-yl]ethyl]thiazole). Yield: 64.9%. As a reaction SMILES: Br.[NH2:2][C:3]1[S:4][C:5]([CH2:15][CH2:16]Br)=[C:6]([C:8]2[CH:13]=[CH:12][C:11]([F:14])=[CH:10][CH:9]=2)[N:7]=1.Cl.[F:19][C:20]1[CH:34]=[CH:33][C:23]2[C:24]([CH:27]3[CH2:32][CH2:31][NH:30][CH2:29][CH2:28]3)=[CH:25][O:26][C:22]=2[CH:21]=1.C(N(C(C)C)CC)(C)C.CO>O>[NH2:2][C:3]1[S:4][C:5]([CH2:15][CH2:16][N:30]2[CH2:31][CH2:32][CH:27]([C:24]3[C:23]4[CH:33]=[CH:34][C:20]([F:19])=[CH:21][C:22]=4[O:26][CH:25]=3)[CH2:28][CH2:29]2)=[C:6]([C:8]2[CH:13]=[CH:12][C:11]([F:14])=[CH:10][CH:9]=2)[N:7]=1 |f:0.1,2.3|. Procedure: A mixture of 0.917 g of 2-amino-5-(2-bromoethyl)-4-(4-fluorophenyl)thiazole hydrobromide, 0.511 g of 4-(6-fluorobenzofuran-3-yl)piperidine hydrochloride, 1.5 ml of diisopropylethylamine and 3 ml of methanol was stirred with heating under reflux for 12 hours. The reaction mixture was cooled to room temperature and then poured into water, followed by extraction with chloroform. The extract solution was dried over magnesium sulfate, and then the solvent was distilled off under reduced pressure, aft... Starting materials: crude product, C(C)(C)(C)OC(NC1=C(C=C(C=C1)C(F)(F)F)N)=O ((2-amino-4-trifluoromethyl-phenyl)-carbamic acid tert-butyl ester), C(C)(C)(C)OC(CC(C1=CC(=CC=C1)C1=NC=CC=N1)=O)=O (3-oxo-3-(3-pyrimidin-2-yl-phenyl)-propionic acid tert-butyl ester). Yields the product N1=C(N=CC=C1)C=1C=C(C=CC1)C1=NC2=C(NC(C1)=O)C=C(C=C2)C(F)(F)F (4-(3-Pyrimidin-2-yl-phenyl)-8-trifluoromethyl-1,3-dihydro-benzo[b][1,4]diazepin-2-one), solid. As a reaction SMILES: C(OC(=O)[NH:7][C:8]1[CH:13]=[CH:12][C:11]([C:14]([F:17])([F:16])[F:15])=[CH:10][C:9]=1[NH2:18])(C)(C)C.C(O[C:25](=[O:41])[CH2:26][C:27](=O)[C:28]1[CH:33]=[CH:32][CH:31]=[C:30]([C:34]2[N:39]=[CH:38][CH:37]=[CH:36][N:35]=2)[CH:29]=1)(C)(C)C>>[N:39]1[CH:38]=[CH:37][CH:36]=[N:35][C:34]=1[C:30]1[CH:29]=[C:28]([C:27]2[CH2:26][C:25](=[O:41])[NH:18][C:9]3[CH:10]=[C:11]([C:14]([F:15])([F:16])[F:17])[CH:12]=[CH:13][C:8]=3[N:7]=2)[CH:33]=[CH:32][CH:31]=1. Reported procedure: The title compound was prepared from (2-amino-4-trifluoromethyl-phenyl)-carbamic acid tert-butyl ester (Example J3) (138 mg, 0.5 mmol) and 3-oxo-3-(3-pyrimidin-2-yl-phenyl)-propionic acid tert-butyl ester (Example K44) (164 mg, 0.55 mmol) according to the general procedure M and subsequent treatment of the crude product according to the general procedure N. Obtained as a light yellow solid (75 mg). Run in Cl (hydrochloric acid). Reactants: NCC(CP(OCC)(=O)C(OCC)OCC)C1=CC=CC=C1 (ethyl 3-amino-2-phenylpropyl(diethoxymethyl)phosphinate). Product: NCC(CP(O)O)C1=CC=CC=C1 (3-amino-2-phenylpropylphosphonous acid). As a reaction SMILES: [NH2:1][CH2:2][CH:3]([C:17]1[CH:22]=[CH:21][CH:20]=[CH:19][CH:18]=1)[CH2:4][P:5](C(OCC)OCC)(=[O:9])[O:6]CC>Cl>[NH2:1][CH2:2][CH:3]([C:17]1[CH:22]=[CH:21][CH:20]=[CH:19][CH:18]=1)[CH2:4][P:5]([OH:9])[OH:6]. Reported procedure: A solution of 4.0 g of ethyl 3-amino-2-phenylpropyl(diethoxymethyl)phosphinate in 40 ml of 36% aqueous hydrochloric acid is heated to reflux for a period of 2 h. The reaction mixture is then allowed to cool to room temperature, concentrated under reduced pressure and co-evaporated twice with 20 ml of water under reduced pressure. The crude product is dissolved in 20 ml of water, washed twice with 20 ml of diethyl ether and the aqueous layer is then separated and evaporated under reduced pressure... Starting materials: 38, C1(=CC=CC=C1)CN1CCC(CC1)N (1-(phenylmethyl)-4-piperidinamine), ClC1=C(C=CC=C1)[N+](=O)[O-] (2-chloronitrobenzene), C([O-])([O-])=O.[Na+].[Na+] (sodium carbonate), [I-].[K+] (potassium iodide), C1(CCCCC1)O (cyclohexanol). Solvent: O (water). Conditions: temperature -15 celsius. Product: 18.5, [N+](=O)([O-])C1=C(C=CC=C1)NC1CCN(CC1)CC1=CC=CC=C1 (N-(2-nitrophenyl)-1-(phenylmethyl)-4-piperidinamine). As a reaction SMILES: [C:1]1([CH2:7][N:8]2[CH2:13][CH2:12][CH:11]([NH2:14])[CH2:10][CH2:9]2)[CH:6]=[CH:5][CH:4]=[CH:3][CH:2]=1.Cl[C:16]1[CH:21]=[CH:20][CH:19]=[CH:18][C:17]=1[N+:22]([O-:24])=[O:23].C(=O)([O-])[O-].[Na+].[Na+].[I-].[K+].C1(O)CCCCC1>O>[N+:22]([C:17]1[CH:18]=[CH:19][CH:20]=[CH:21][C:16]=1[NH:14][CH:11]1[CH2:12][CH2:13][N:8]([CH2:7][C:1]2[CH:2]=[CH:3][CH:4]=[CH:5][CH:6]=2)[CH2:9][CH2:10]1)([O-:24])=[O:23] |f:2.3.4,5.6|. Reported procedure: A mixture of 38 parts of 1-(phenylmethyl)-4-piperidinamine, 40 parts of 2-chloronitrobenzene, 32 parts of sodium carbonate, a few crystals of potassium iodide in 320 parts of cyclohexanol is stirred and refluxed for 22 hours. After cooling, 300 parts of water are added. The organic layer is separated, diluted with 160 parts of water are added. The organic layer is separated, diluted with 160 parts of benzene and the whole is washed three times with 150 parts of water; the organic layer is dried ... Starting materials: [H-].[Na+] (sodium hydride), COC1=CC=C(C=C1)C=1N=CNC1C1=CC=C(C=C1)OC (4,5-bis(4-methoxyphenyl)imidazole), C(C1=CC=CC=C1)Br (benzyl bromide). Run in CN(C=O)C (dimethylformamide), CN(C=O)C (dimethylformamide), C(C)(=O)OCC (ethyl acetate). Conditions: time 30 minute. Product: COC1=CC=C(C=C1)C=1N=CN(C1C1=CC=C(C=C1)OC)CC1=CC=CC=C1 (4,5-bis(4-methoxyphenyl)-1-benzylimidazole). Isolated yield 100.1%. As a reaction SMILES: [H-].[Na+].[CH3:3][O:4][C:5]1[CH:10]=[CH:9][C:8]([C:11]2[N:12]=[CH:13][NH:14][C:15]=2[C:16]2[CH:21]=[CH:20][C:19]([O:22][CH3:23])=[CH:18][CH:17]=2)=[CH:7][CH:6]=1.[CH2:24](Br)[C:25]1[CH:30]=[CH:29][CH:28]=[CH:27][CH:26]=1>CN(C)C=O.C(OCC)(=O)C>[CH3:23][O:22][C:19]1[CH:20]=[CH:21][C:16]([C:15]2[N:14]=[CH:13][N:12]([CH2:24][C:25]3[CH:30]=[CH:29][CH:28]=[CH:27][CH:26]=3)[C:11]=2[C:8]2[CH:9]=[CH:10][C:5]([O:4][CH3:3])=[CH:6][CH:7]=2)=[CH:17][CH:18]=1 |f:0.1|. Reported procedure: Incremental portions of 1.8 g of sodium hydride (50% strength in white oil) is added to a solution of 10.5 g of 4,5-bis(4-methoxyphenyl)imidazole in 50 ml of absolute dimethylformamide. The mixture is agitated for 30 minutes and then 6.75 g of benzyl bromide in 50 ml of dimethylformamide is added dropwise thereto. After 30 minutes, the mixture is poured on ice water, the product is taken up in ethyl acetate, the organic solution dried over sodium sulfate and concentrated to dryness under vacuum.... The reactants are CN1C=C(C=CC1=O)C(CC(C1=C(C=CC=C1)C)C1=CC=C(C(=O)NCCS(=O)(=O)C)C=C1)=O (4-(3-(1-methyl-6-oxo-1,6-dihydropyridin-3-yl)-3-oxo-1-o-tolylpropyl)-N-(2-(methylsulfonyl)ethyl)benzamide), Cl.NO (hydroxylamine hydrochloride), C(O)([O-])=O.[Na+] (sodium hydrogencarbonate). Yields the product O\N=C(/CC(C1=C(C=CC=C1)C)C1=CC=C(C(=O)NCCS(=O)(=O)C)C=C1)\C1=CN(C(C=C1)=O)C ((E)-4-(3-(Hydroxyimino)-3-(1-methyl-6-oxo-1,6-dihydropyridin-3-yl)-1-o-tolylpropyl)-N-(2-(methylsulfonyl)ethyl)benzamide). RXN SMILES: [CH3:1][N:2]1[C:7](=[O:8])[CH:6]=[CH:5][C:4]([C:9](=O)[CH2:10][CH:11]([C:19]2[CH:33]=[CH:32][C:22]([C:23]([NH:25][CH2:26][CH2:27][S:28]([CH3:31])(=[O:30])=[O:29])=[O:24])=[CH:21][CH:20]=2)[C:12]2[CH:17]=[CH:16][CH:15]=[CH:14][C:13]=2[CH3:18])=[CH:3]1.Cl.[NH2:36][OH:37].C(=O)([O-])O.[Na+]>>[OH:37]/[N:36]=[C:9](/[C:4]1[CH:5]=[CH:6][C:7](=[O:8])[N:2]([CH3:1])[CH:3]=1)\[CH2:10][CH:11]([C:19]1[CH:33]=[CH:32][C:22]([C:23]([NH:25][CH2:26][CH2:27][S:28]([CH3:31])(=[O:29])=[O:30])=[O:24])=[CH:21][CH:20]=1)[C:12]1[CH:17]=[CH:16][CH:15]=[CH:14][C:13]=1[CH3:18] |f:1.2,3.4|. Procedure details: In analogy to example 151, step 3, 4-(3-(1-methyl-6-oxo-1,6-dihydropyridin-3-yl)-3-oxo-1-o-tolylpropyl)-N-(2-(methylsulfonyl)ethyl)benzamide was reacted with hydroxylamine hydrochloride in the presence of sodium hydrogencarbonate to give the title compound as an off-white solid containing <10% of the corresponding Z isomer, MS (ESI+): m/z=496.2 [M+H]+. Starting materials: [N+](=O)([O-])C1=C(C(C=O)=CC(=C1)[N+](=O)[O-])O (3,5-dinitrosalicylaldehyde), COC1=CC=C(CS(=O)(=O)CC(=O)O)C=C1 (2-(4-methoxybenzylsulfonyl)acetic acid). Solvent: C(C)(=O)O (acetic acid). Product: COC1=CC=C(CS(=O)(=O)C=2C(OC3=C(C=C(C=C3C2)[N+](=O)[O-])[N+](=O)[O-])=O)C=C1 (3-(4-Methoxybenzylsulfonyl)-6,8-dinitro-2H-chromen-2-one). As a reaction SMILES: [N+:1]([C:4]1[CH:11]=[C:10]([N+:12]([O-:14])=[O:13])[CH:9]=[C:6]([CH:7]=O)[C:5]=1[OH:15])([O-:3])=[O:2].[CH3:16][O:17][C:18]1[CH:31]=[CH:30][C:21]([CH2:22][S:23]([CH2:26][C:27](O)=[O:28])(=[O:25])=[O:24])=[CH:20][CH:19]=1>C(O)(=O)C>[CH3:16][O:17][C:18]1[CH:19]=[CH:20][C:21]([CH2:22][S:23]([C:26]2[C:27](=[O:28])[O:15][C:5]3[C:6]([CH:7]=2)=[CH:9][C:10]([N+:12]([O-:14])=[O:13])=[CH:11][C:4]=3[N+:1]([O-:3])=[O:2])(=[O:24])=[O:25])=[CH:30][CH:31]=1. Procedure: A solution of 3,5-dinitrosalicylaldehyde (1 mmol) and 2-(4-methoxybenzylsulfonyl)acetic acid (1 mmol) in acetic acid (10 mL) was subjected to the General Procedure 2, Method A to yield the title compound. The reactants are C(C)(C)(C)OC(=O)N1C(CCC1)C(=O)O (pyrrolidine-1,2-dicarboxylic acid 1-tert-butyl ester), CCN(C(C)C)C(C)C (DIPEA), PdCl2(Ph3)2, BrC1=CC=C2C3=C(COC2=C1)C=C(C=C3)Br (3,8-dibromo-6H-benzo[c]chromene), C(CCC)[Sn](C(=C)OCC)(CCCC)CCCC (tributyl(1-ethoxyvinyl)tin), C1CC(=O)N(C1=O)Br (NBS), C(=O)(OC(C)(C)C)N1C(CCC1)C(=O)OCC(=O)C=1C=CC2=C(COC3=CC(=CC=C23)C(COC(=O)C2N(CCC2)C(=O)OC(C)(C)C)=O)C1 (Pyrrolidine-1,2-dicarboxylic acid 1-tert-butyl ester 2-(2-{8-[2-(1-Boc-pyrrolidine-2-carbonyloxy)-acetyl]-6H-benzo[c]chromen-3-yl}-2-oxo-ethyl)ester). The reagents and catalysts are C=1C=CC(=CC1)[P](C=2C=CC=CC2)(C=3C=CC=CC3)[Pd]([P](C=4C=CC=CC4)(C=5C=CC=CC5)C=6C=CC=CC6)([P](C=7C=CC=CC7)(C=8C=CC=CC8)C=9C=CC=CC9)[P](C=1C=CC=CC1)(C=1C=CC=CC1)C=1C=CC=CC1 (Pd(PPh3)4). Run in C(C)#N (acetonitrile), C(C)(=O)OCC (ethyl acetate), O1CCOCC1 (dioxane), C(C)(=O)OCC (ethyl acetate), O (Water). Conditions: temperature 80 celsius, time 40 minute. Yields the product BrC1=CC=C2C3=C(C(OC2=C1)=O)C=C(C=C3)Br (3,8-Dibromo-benzo[c]chromen-6-one), C(=O)(OC(C)(C)C)N1C(CCC1)C(=O)OCC(=O)C=1C=CC2=C(COC3=CC(=CC=C23)C(COC(=O)C2N(CCC2)C(=O)OC(C)(C)C)=O)C1 (Pyrrolidine-1,2-dicarboxylic acid 1-tert-butyl ester 2-(2-{8-[2-(1-Boc-pyrrolidine-2-carbonyloxy)-acetyl]-6H-benzo[c]chromen-3-yl}-2-oxo-ethyl)ester). Reaction SMILES: [C:1]([N:8]1[CH2:12][CH2:11][CH2:10][CH:9]1[C:13]([O:15][CH2:16][C:17]([C:19]1[CH:20]=[CH:21][C:22]2[C:31]3[C:26](=[CH:27][C:28]([C:32](=[O:49])[CH2:33][O:34][C:35]([CH:37]4[CH2:41][CH2:40][CH2:39][N:38]4[C:42]([O:44][C:45]([CH3:48])([CH3:47])[CH3:46])=[O:43])=[O:36])=[CH:29][CH:30]=3)[O:25][CH2:24][C:23]=2[CH:50]=1)=[O:18])=[O:14])([O:3][C:4]([CH3:7])([CH3:6])[CH3:5])=[O:2].[Br:51][C:52]1[CH:61]=[C:60]2[C:55]([C:56]3[CH:65]=[CH:64][C:63]([Br:66])=[CH:62][C:57]=3[CH2:58][O:59]2)=[CH:54][CH:53]=1.C([Sn](CCCC)(CCCC)C(OCC)=C)CCC.C1C(=O)N(Br)C(=O)C1.C(OC(N1CCCC1C(O)=O)=O)(C)(C)C.CCN(C(C)C)C(C)C>O1CCOCC1.C(OCC)(=O)C.C(#N)C.C1C=CC([P]([Pd]([P](C2C=CC=CC=2)(C2C=CC=CC=2)C2C=CC=CC=2)([P](C2C=CC=CC=2)(C2C=CC=CC=2)C2C=CC=CC=2)[P](C2C=CC=CC=2)(C2C=CC=CC=2)C2C=CC=CC=2)(C2C=CC=CC=2)C2C=CC=CC=2)=CC=1.O>[Br:51][C:52]1[CH:61]=[C:60]2[C:55]([C:56]3[CH:65]=[CH:64][C:63]([Br:66])=[CH:62][C:57]=3[C:58](=[O:2])[O:59]2)=[CH:54][CH:53]=1.[C:1]([N:8]1[CH2:12][CH2:11][CH2:10][CH:9]1[C:13]([O:15][CH2:16][C:17]([C:19]1[CH:20]=[CH:21][C:22]2[C:31]3[C:26](=[CH:27][C:28]([C:32](=[O:49])[CH2:33][O:34][C:35]([CH:37]4[CH2:41][CH2:40][CH2:39][N:38]4[C:42]([O:44][C:45]([CH3:48])([CH3:47])[CH3:46])=[O:43])=[O:36])=[CH:29][CH:30]=3)[O:25][CH2:24][C:23]=2[CH:50]=1)=[O:18])=[O:14])([O:3][C:4]([CH3:6])([CH3:7])[CH3:5])=[O:2] |^1:135,137,156,175|. Procedure: A solution of TFAA (2.1 mL, 3.15 mmol) in dichloromethane (5 mL) was added dropwise to a suspension of 2,7-dibromo-fluoren-9-one (3.3 g, 10 mmol) and H2O2-urea (1.4 g, 15 mL) in dichloromethane (50 mL). The mixture was stirred at room temperature for 48 hours, a second portion of H2O2-urea was added, and stirring was continued at room temperature for a further 72 hours. The mixture was filtered, the organic phase was extracted with water (50 mL), and dried over Na2SO4. After removal of solvent, ...